This data is from the Open Reaction Database (ORD), a public repository of structured organic reaction records. The task is: describe an organic reaction: reactants, conditions, products, and yield Starting materials: intermediates g, C(C)(=O)N1C=C(C2=CC=CC=C12)O (1-acetyl-3-hydroxyindole), [N+](=O)([O-])C1=CC=C(N)C=C1 (4-nitroaniline). The solvent is C(C)(=O)O (acetic acid). Yields the product [N+](=O)([O-])C1=CC=C(C=C1)NC1=CNC2=CC=CC=C12 (3-((4-nitrophenyl)amino)indole). RXN SMILES: C([N:4]1[C:12]2[C:7](=[CH:8][CH:9]=[CH:10][CH:11]=2)[C:6](O)=[CH:5]1)(=O)C.[N+:14]([C:17]1[CH:23]=[CH:22][C:20]([NH2:21])=[CH:19][CH:18]=1)([O-:16])=[O:15]>C(O)(=O)C>[N+:14]([C:17]1[CH:23]=[CH:22][C:20]([NH:21][C:6]2[C:7]3[C:12](=[CH:11][CH:10]=[CH:9][CH:8]=3)[NH:4][CH:5]=2)=[CH:19][CH:18]=1)([O-:16])=[O:15]. Procedure details: The synthesis of intermediates g started from the commercially available 1-acetyl-3-hydroxyindole a. Condensation of intermediate a with 4-nitroaniline, under refluxing conditions in acetic acid, yielded 3-((4-nitrophenyl)amino)indole (b) (Valezheva et al.; Chem. Heterocycl. Compd. (Engl.Transl.); 14; 1978; 757,759,760; Khim.Geterotsikl.Soedin.; 14; 1978; 939). Deacylation of intermediate b with triethylamine in refluxing methanol and formylation of intermediate c using phosphorus oxychloride in... Starting materials: CC(=O)Nc1nc(Br)sc1C, CC(=O)[O-], CO, [H][H], [Na+]. The product is CC(=O)Nc1ncsc1C. Reaction SMILES: [C:1]([CH3:2])(=[O:3])[NH:4][c:5]1[n:6][c:7]([Br:11])[s:8][c:9]1[CH3:10].[CH3:13][C:14](=[O:15])[O-:16].[CH3:19][OH:20].[H:17][H:18].[Na+:12]>>[C:1]([CH3:2])(=[O:3])[NH:4][c:5]1[n:6][cH:7][s:8][c:9]1[CH3:10]. Starting materials: CCO, O=C[O-], [NH4+], [OH-], [OH-], [Pd+2], CC(C)(C)OC(=O)N1CCN(C(=O)OC2CCN(C(=O)OCc3ccccc3)CC2)C(COc2cccnc2)C1. The product is CC(C)(C)OC(=O)N1CCN(C(=O)OC2CCNCC2)C(COc2cccnc2)C1. RXN SMILES: [CH3:45][CH2:46][OH:47].[CH:41]([O-:42])=[O:43].[NH4+:44].[OH-:48].[OH-:50].[Pd+2:49].[n:1]1[cH:2][c:3]([O:7][CH2:8][CH:9]2[N:10]([C:22](=[O:23])[O:24][CH:25]3[CH2:26][CH2:27][N:28]([C:31]([O:32][CH2:33][c:34]4[cH:35][cH:36][cH:37][cH:38][cH:39]4)=[O:40])[CH2:29][CH2:30]3)[CH2:11][CH2:12][N:13]([C:15](=[O:16])[O:17][C:18]([CH3:19])([CH3:20])[CH3:21])[CH2:14]2)[cH:4][cH:5][cH:6]1>>[n:1]1[cH:2][c:3]([O:7][CH2:8][CH:9]2[N:10]([C:22](=[O:23])[O:24][CH:25]3[CH2:26][CH2:27][NH:28][CH2:29][CH2:30]3)[CH2:11][CH2:12][N:13]([C:15](=[O:16])[O:17][C:18]([CH3:19])([CH3:20])[CH3:21])[CH2:14]2)[cH:4][cH:5][cH:6]1. Reactants: COc1ccc(CN(C)C)cc1Br, O=C1Nc2ccc(Cl)cc2C1=O. Product: COc1ccc(CN(C)C)cc1C1(O)C(=O)Nc2ccc(Cl)cc21. As a reaction SMILES: [Br:1][c:2]1[cH:3][c:4]([CH2:10][N:11]([CH3:12])[CH3:13])[cH:5][cH:6][c:7]1[O:8][CH3:9].[Cl:14][c:15]1[cH:16][c:17]2[c:21]([cH:22][cH:23]1)[NH:20][C:19](=[O:24])[C:18]2=[O:25]>>[c:2]1([C:18]2([OH:25])[c:17]3[cH:16][c:15]([Cl:14])[cH:23][cH:22][c:21]3[NH:20][C:19]2=[O:24])[cH:3][c:4]([CH2:10][N:11]([CH3:12])[CH3:13])[cH:5][cH:6][c:7]1[O:8][CH3:9]. Reactants: C=C(CCCC)C(=O)OCC, [Li]CCCC, CC(=O)O, CCOCC, COP(C)(=O)OC, C1CCOC1. Yields the product C=C(CCCC)C(=O)CP(=O)(OC)OC. Reaction SMILES: [CH2:13]([CH2:14][CH2:15][CH3:16])[C:17]([C:18](=[O:19])[O:20][CH2:21][CH3:22])=[CH2:23].[CH2:1]([Li:2])[CH2:3][CH2:4][CH3:5].[CH3:24][C:25](=[O:26])[OH:27].[CH3:28][CH2:29][O:30][CH2:31][CH3:32].[CH3:6][P:7]([O:8][CH3:9])([O:10][CH3:11])=[O:12].[O:33]1[CH2:34][CH2:35][CH2:36][CH2:37]1>>[CH2:6]([P:7]([O:8][CH3:9])([O:10][CH3:11])=[O:12])[C:18]([C:17]([CH2:13][CH2:14][CH2:15][CH3:16])=[CH2:23])=[O:19].